Task: describe an organic reaction: reactants, conditions, products, and yield. Dataset: the Open Reaction Database (ORD), a public repository of structured organic reaction records Procedure details: To a solution of benzyl alcohol (10.8 g, 100 mmol) in dry DMF (40 mL), 60% NaH (4.4 g, 110 mmol) was added portionwise and the mixture was stirred at 55° C. for 10 min. Then, 1,3,5-tribromobenzene (22.0 g, 70 mmol) was added slowly to the reaction mixture and the resulting solution was heated at 120° C. for 4 h. After cooling to room temperature, the reaction mixture was poured into a mixture of diethyl ether (500 mL) and water (200 mL) along with intense stirring. The organic layer was separate... Isolated yield 77.3%. As a reaction SMILES: [CH2:1]([OH:8])[C:2]1[CH:7]=[CH:6][CH:5]=[CH:4][CH:3]=1.[H-].[Na+].[Br:11][C:12]1[CH:17]=[C:16](Br)[CH:15]=[C:14]([Br:19])[CH:13]=1.C(OCC)C>CN(C=O)C.O>[CH2:1]([O:8][C:16]1[CH:17]=[C:12]([Br:11])[CH:13]=[C:14]([Br:19])[CH:15]=1)[C:2]1[CH:7]=[CH:6][CH:5]=[CH:4][CH:3]=1 |f:1.2|. Yields the product C(C1=CC=CC=C1)OC1=CC(=CC(=C1)Br)Br (1-Benzyloxy-3,5-dibromo-benzene). Solvent: O (water), CN(C)C=O (DMF). The reactants are C(C)OCC (diethyl ether), C(C1=CC=CC=C1)O (benzyl alcohol), [H-].[Na+] (NaH), BrC1=CC(=CC(=C1)Br)Br (1,3,5-tribromobenzene). Reaction conditions: temperature 55 celsius, time 10 minute. Reactants: CC=1C(=NC=CC1[N+](=O)[O-])CSC=1NC2=C(N1)C=C1C(=C2)OCO1 (6-[[(3-methyl-4-nitro-2-pyridyl)methyl]thio]-5H-1,3-dioxolo[4,5-f]benzimidazole), C[O-].[Na+] (sodium methylate), C(C)(=O)O (acetic acid). Solvent: CO (methanol). Product: COC1=C(C(=NC=C1)CSC=1NC2=C(N1)C=C1C(=C2)OCO1)C (6-[[(4-methoxy-3-methyl-2-pyridyl)methyl]thio]-5H-1,3-dioxolo[45-f]benzimidazole). As a reaction SMILES: [CH3:1][C:2]1[C:3]([CH2:11][S:12][C:13]2[NH:14][C:15]3[CH:21]=[C:20]4[O:22][CH2:23][O:24][C:19]4=[CH:18][C:16]=3[N:17]=2)=[N:4][CH:5]=[CH:6][C:7]=1[N+]([O-])=O.C[O-].[Na+].[C:28](O)(=[O:30])C>CO>[CH3:28][O:30][C:7]1[CH:6]=[CH:5][N:4]=[C:3]([CH2:11][S:12][C:13]2[NH:14][C:15]3[CH:21]=[C:20]4[O:22][CH2:23][O:24][C:19]4=[CH:18][C:16]=3[N:17]=2)[C:2]=1[CH3:1] |f:1.2|. Reported procedure: A solution of 500 mg of 6-[[(3-methyl-4-nitro-2-pyridyl)methyl]thio]-5H-1,3-dioxolo[4,5-f]benzimidazole in 20 ml of absolute methanol was treated with 300 mg of sodium methylate, whereupon the mixture was boiled at reflux under argon for 18 hours. The reaction mixture was buffered by means of glacial acetic acid and concentrated in vacuo. The residue was treated with methylene chloride/sodium bicarbonate solution, whereupon the organic solution was dried and concentrated. By recrystallization fr...